From a dataset of the Open Reaction Database (ORD), a public repository of structured organic reaction records. describe an organic reaction: reactants, conditions, products, and yield Reaction SMILES: [CH3:1][N:2]1[C:11]2[C:6](=[CH:7][CH:8]=[CH:9][CH:10]=2)[N:5]2[CH2:12][CH2:13][NH:14][CH2:15][CH:4]2[C:3]1=[O:16].Cl.[N:18]1[CH:23]=[CH:22][C:21]([CH2:24]Cl)=[CH:20][CH:19]=1.C(=O)([O-])[O-].[K+].[K+].Cl>C(O)C.CC(C)=O.C(N(CC)CC)C>[CH3:1][N:2]1[C:11]2[C:6](=[CH:7][CH:8]=[CH:9][CH:10]=2)[N:5]2[CH2:12][CH2:13][N:14]([CH2:24][C:21]3[CH:22]=[CH:23][N:18]=[CH:19][CH:20]=3)[CH2:15][CH:4]2[C:3]1=[O:16] |f:1.2,3.4.5|. Reported procedure: A solution of 6 g. (0.03 mole) of 2,3,4,4a-tetrahydro-6-methyl-1H-pyrazino[1,2-a]quinoxalin-5(6H)-one, 5 g. (0.03 mole) of 4-picolyl chloride hydrochloride, 10 g. of potassium carbonate and 0.5 ml. of triethylamine was stirred and refluxed in 200 ml. of acetone overnight, cooled and filtered. The solvent was removed and the residue was dissolved in methylene chloride. This solution was washed with water and brine, dried over magnesium sulfate and filtered. The solvent was removed and the residue... Run in C(C)O (ethanol), C(C)N(CC)CC (triethylamine), CC(=O)C (acetone). Product: CN1C(C2N(C3=CC=CC=C13)CCN(C2)CC2=CC=NC=C2)=O (2,3,4,4a-Tetrahydro-6-Methyl-3-[(4-Pyridinyl)Methyl]-1H-Pyrazino[1,2-a]Quinoxalin-5(6H)-One). Starting materials: CN1C(C2N(C3=CC=CC=C13)CCNC2)=O (2,3,4,4a-tetrahydro-6-methyl-1H-pyrazino[1,2-a]quinoxalin-5(6H)-one), Cl (hydrogen chloride), Cl.N1=CC=C(C=C1)CCl (4-picolyl chloride hydrochloride), C([O-])([O-])=O.[K+].[K+] (potassium carbonate). Starting materials: ClC=1C=C(N)C=CC1OC (3-chloro-4-methoxyaniline), ClC1=C(C(=O)O)C(=CC=C1[N+](=O)[O-])Cl (2,6-dichloro-3-nitrobenzoic acid), CN(C1=CC=CC=C1)C (N,N-dimethylaniline). The solvent is C(Cl)(Cl)Cl (chloroform). The product is ClC1=CC=C(C(=C1C(=O)O)NC1=CC(=C(C=C1)OC)Cl)[N+](=O)[O-] (6-chloro-2[(3-chloro-4-methoxyphenyl)amino]-3-nitrobenzoic acid). As a reaction SMILES: [Cl:1][C:2]1[CH:3]=[C:4]([CH:6]=[CH:7][C:8]=1[O:9][CH3:10])[NH2:5].Cl[C:12]1[C:20]([N+:21]([O-:23])=[O:22])=[CH:19][CH:18]=[C:17]([Cl:24])[C:13]=1[C:14]([OH:16])=[O:15].CN(C)C1C=CC=CC=1>C(Cl)(Cl)Cl>[Cl:24][C:17]1[C:13]([C:14]([OH:16])=[O:15])=[C:12]([NH:5][C:4]2[CH:6]=[CH:7][C:8]([O:9][CH3:10])=[C:2]([Cl:1])[CH:3]=2)[C:20]([N+:21]([O-:23])=[O:22])=[CH:19][CH:18]=1. Procedure details: A mixture of 30 g of 3-chloro-4-methoxyaniline, 18.9 g of 2,6-dichloro-3-nitrobenzoic acid, and 150 ml N,N-dimethylaniline was heated at 100° under nitrogen for 24 hours. The reaction mixture was dissolved in chloroform and washed with dilute ammonium hydroxide. After the aqueous layer was washed with chloroform, it was acidified and the resulting orange solid was collected to provide 6-chloro-2[(3-chloro-4-methoxyphenyl)amino]-3-nitrobenzoic acid, mp 222°-228° C. Reactants: Oc1cccc(Br)c1, Oc1cccc(OCc2ccccc2)c1, O=C1C(=O)N(Cc2ccc(C(F)(F)F)o2)c2ccccc21, O=C1C(=O)N(C(c2ccccc2)c2ccccc2)c2ccccc21. Yields the product O=C1N(C(c2ccccc2)c2ccccc2)c2ccccc2C1(O)c1ccc(OCc2ccccc2)cc1O. As a reaction SMILES: [Br:16][c:17]1[cH:18][c:19]([OH:20])[cH:21][cH:22][cH:23]1.[CH2:1]([c:2]1[cH:3][cH:4][cH:5][cH:6][cH:7]1)[O:8][c:9]1[cH:10][c:11]([OH:15])[cH:12][cH:13][cH:14]1.[F:48][C:49]([F:50])([F:51])[c:52]1[o:53][c:54]([CH2:55][N:56]2[c:57]3[c:58]([cH:59][cH:60][cH:61][cH:62]3)[C:63](=[O:64])[C:65]2=[O:66])[cH:67][cH:68]1.[c:24]1([CH:30]([N:31]2[C:32](=[O:41])[C:33](=[O:40])[c:34]3[cH:35][cH:36][cH:37][cH:38][c:39]32)[c:42]2[cH:43][cH:44][cH:45][cH:46][cH:47]2)[cH:25][cH:26][cH:27][cH:28][cH:29]1>>[CH2:1]([c:2]1[cH:3][cH:4][cH:5][cH:6][cH:7]1)[O:8][c:9]1[cH:10][c:11]([OH:15])[c:12]([C:33]2([OH:40])[C:32](=[O:41])[N:31]([CH:30]([c:24]3[cH:25][cH:26][cH:27][cH:28][cH:29]3)[c:42]3[cH:43][cH:44][cH:45][cH:46][cH:47]3)[c:39]3[c:34]2[cH:35][cH:36][cH:37][cH:38]3)[cH:13][cH:14]1.